From a dataset of the Open Reaction Database (ORD), a public repository of structured organic reaction records. describe an organic reaction: reactants, conditions, products, and yield Starting materials: C(C)(=O)N[C@@H](CC1=CC=C(C=C1)O)C(=O)O (N-Acetyl-L-tyrosine), C1(CCCCC1)N=C=NC1CCCCC1 (dicyclohexylcarbodiimide), C(C)#N (acetonitrile), ON1C(CCC1=O)=O (N-Hydroxysuccinimide). Run in C(C)(=O)OCC (ethyl acetate), C(C)(=O)OCC (ethyl acetate). Product: C(=O)(NC1CCCCC1)NC1CCCCC1 (DCU). Reaction SMILES: C(N[C@H](C(O)=O)CC1C=CC(O)=CC=1)(=[O:3])C.C(#N)C.ON1C(=O)CCC1=O.[CH:28]1([N:34]=[C:35]=[N:36][CH:37]2[CH2:42][CH2:41][CH2:40][CH2:39][CH2:38]2)[CH2:33][CH2:32][CH2:31][CH2:30][CH2:29]1>C(OCC)(=O)C>[C:35]([NH:34][CH:28]1[CH2:29][CH2:30][CH2:31][CH2:32][CH2:33]1)([NH:36][CH:37]1[CH2:42][CH2:41][CH2:40][CH2:39][CH2:38]1)=[O:3]. Procedure: N-Acetyl-L-tyrosine (1.68 g, 7.53 mmol) was taken up in 94 mL of ethyl acetate/26 mL of acetonitrile and stirred at room temperature. N-Hydroxysuccinimide (NHS, 0.87 g, 7.56 mmol) was added and the resulting solution cooled to 0° C. under N2 (g) in an ice-water bath. To the cold, stirring solution was then added dicyclohexylcarbodiimide (DCC, 1.55 g, 7.52 mmol) predissolved in 3 mL of ethyl acetate. The reaction mixture was stirred at 0° C. for 2 hours and then allowed to warm to room temperatur... The reactants are CCOC(=O)c1cn(-c2cccc(-c3ccccc3Cl)c2)cn1, CCO, [K+], [OH-]. Product: O=C(O)c1cn(-c2cccc(-c3ccccc3Cl)c2)cn1. RXN SMILES: [CH2:1]([CH3:2])[O:3][C:4](=[O:5])[c:6]1[n:7][cH:8][n:9](-[c:11]2[cH:12][c:13](-[c:17]3[c:18]([Cl:23])[cH:19][cH:20][cH:21][cH:22]3)[cH:14][cH:15][cH:16]2)[cH:10]1.[CH3:26][CH2:27][OH:28].[K+:25].[OH-:24]>>[O:3]=[C:4]([OH:5])[c:6]1[n:7][cH:8][n:9](-[c:11]2[cH:12][c:13](-[c:17]3[c:18]([Cl:23])[cH:19][cH:20][cH:21][cH:22]3)[cH:14][cH:15][cH:16]2)[cH:10]1. The reactants are NC=1C=CC(=C(C(=O)NN)C1)OC1=CC=CC=C1 (5-amino-2-phenoxy-benzoic acid hydrazide), FC(C=1C=C(C=O)C=CC1)(F)F (3-trifluoromethyl-benzaldehyde). Product: FC(C=1C=C(C=NNC(C2=C(C=CC(=C2)N)OC2=CC=CC=C2)=O)C=CC1)(F)F (5-Amino-2-phenoxy-benzoic acid (3-trifluoromethyl-benzylidene)-hydrazide). RXN SMILES: [NH2:1][C:2]1[CH:3]=[CH:4][C:5]([O:12][C:13]2[CH:18]=[CH:17][CH:16]=[CH:15][CH:14]=2)=[C:6]([CH:11]=1)[C:7]([NH:9][NH2:10])=[O:8].[F:19][C:20]([F:30])([F:29])[C:21]1[CH:22]=[C:23]([CH:26]=[CH:27][CH:28]=1)[CH:24]=O>>[F:19][C:20]([F:29])([F:30])[C:21]1[CH:22]=[C:23]([CH:26]=[CH:27][CH:28]=1)[CH:24]=[N:10][NH:9][C:7](=[O:8])[C:6]1[CH:11]=[C:2]([NH2:1])[CH:3]=[CH:4][C:5]=1[O:12][C:13]1[CH:14]=[CH:15][CH:16]=[CH:17][CH:18]=1. Procedure: A mixture of phenol (5.64 g, 60 mmol) and potassium t-butoxide (6.74 g, 60 mmol) in 50 mL 1,4-dioxane was stirred at room temperature for 0.5 h. To the mixture was added 2-chloro-5-nitro-benzoic acid methyl ester (10.78 g, 50 mmol) and the mixture was refluxed overnight. The solvent was evaporated and the residue was purified by chromatography with EtOAc:hexanes, 1:4, as eluant, yielding (11.739 g, 86%) 5-nitro-2-phenoxy-benzoic acid methyl ester. A mixture of 5-nitro-2-phenoxy-benzoic acid meth...